Dataset: the Open Reaction Database (ORD), a public repository of structured organic reaction records. Task: describe an organic reaction: reactants, conditions, products, and yield Starting materials: N1C=NC=C1 (imidazole), [H-].[Na+] (sodium hydride), ClC1=NC=C(C=C1)C(C1=CC=C(C=C1)Cl)=O (2-chloro-5-(4-chlorobenzoyl)pyridine). Run in CN(C=O)C (dimethylformamide). Product: ClC1=CC=C(C(=O)C=2C=CC(=NC2)N2C=NC=C2)C=C1 (5-(4-chlorobenzoyl)-2-(1-imidazolyl)pyridine). Yield: 85.9%. As a reaction SMILES: [H-].[Na+].[NH:3]1[CH:7]=[CH:6][N:5]=[CH:4]1.Cl[C:9]1[CH:14]=[CH:13][C:12]([C:15](=[O:23])[C:16]2[CH:21]=[CH:20][C:19]([Cl:22])=[CH:18][CH:17]=2)=[CH:11][N:10]=1>CN(C)C=O>[Cl:22][C:19]1[CH:18]=[CH:17][C:16]([C:15]([C:12]2[CH:13]=[CH:14][C:9]([N:3]3[CH:7]=[CH:6][N:5]=[CH:4]3)=[N:10][CH:11]=2)=[O:23])=[CH:21][CH:20]=1 |f:0.1|. Procedure: To a suspension of 13 g of sodium hydride (60% dispersion in mineral oil) in 240 ml of dimethylformamide is added 20 g of imidazole over a 15 minute period under occasional ice cooling. After the mixture is stirred at room temperature for an hour, 60 g of 2-chloro-5-(4-chlorobenzoyl)pyridine is added. The whole mixture is heated to 35° C. and an exothermic reaction starts. When the temperature rises at 60° C., the mixture is ice-cooled and then stirred at room temperature for an hour. The reacti... Reactants: C(CCC)OC1=CC=C(C=C1)C[C@@H](C(=O)OC)NC(=O)[C@H]([C@](C(=O)OC(C)(C)C)(CCOC)O)\C=C\CCCCCCC1(OCCO1)CCCCCCC (tert-butyl (E)-(2S,3S)-3-[(S)-2-(4-butoxy-phenyl)-1-methoxycarbonyl-ethylcarbamoyl]-11-(2-heptyl-[1,3]dioxolan-2-yl)-2-hydroxy-2-(2-methoxy-ethyl)-undec-4-enoate), FC(C(=O)O)(F)F (trifluoroacetic acid). Run in ClCCl (dichloromethane). Conditions: time 2 hour. The product is C(CCC)OC1=CC=C(C=C1)C[C@@H](C(=O)OC)NC(=O)[C@H]([C@](C(=O)O)(CCOC)O)\C=C\CCCCCCC(CCCCCCC)=O ((E)-(2S,3S)-3-[(S)-2-(4-butoxy-phenyl)-1-methoxycarbonyl-ethylcarbamoyl]-2-hydroxy-2-(2-methoxy-ethyl)-12-oxo-nonadec-4-enoic acid). The yield is 59.5%. RXN SMILES: [CH2:1]([O:5][C:6]1[CH:11]=[CH:10][C:9]([CH2:12][C@H:13]([NH:18][C:19]([C@@H:21](/[CH:35]=[CH:36]/[CH2:37][CH2:38][CH2:39][CH2:40][CH2:41][CH2:42][C:43]2([CH2:48][CH2:49][CH2:50][CH2:51][CH2:52][CH2:53][CH3:54])OCC[O:44]2)[C@@:22]([OH:34])([CH2:30][CH2:31][O:32][CH3:33])[C:23]([O:25]C(C)(C)C)=[O:24])=[O:20])[C:14]([O:16][CH3:17])=[O:15])=[CH:8][CH:7]=1)[CH2:2][CH2:3][CH3:4].FC(F)(F)C(O)=O>ClCCl>[CH2:1]([O:5][C:6]1[CH:11]=[CH:10][C:9]([CH2:12][C@H:13]([NH:18][C:19]([C@@H:21](/[CH:35]=[CH:36]/[CH2:37][CH2:38][CH2:39][CH2:40][CH2:41][CH2:42][C:43](=[O:44])[CH2:48][CH2:49][CH2:50][CH2:51][CH2:52][CH2:53][CH3:54])[C@@:22]([OH:34])([CH2:30][CH2:31][O:32][CH3:33])[C:23]([OH:25])=[O:24])=[O:20])[C:14]([O:16][CH3:17])=[O:15])=[CH:8][CH:7]=1)[CH2:2][CH2:3][CH3:4]. Reported procedure: No. 5534988, tert-butyl (E)-(2S,3S)-3-[(S)-2-(4-butoxy-phenyl)-1-methoxycarbonyl-ethylcarbamoyl]-11-(2-heptyl-[1,3]dioxolan-2-yl)-2-hydroxy-2-(2-methoxy-ethyl)-undec-4-enoate (21.5 g, 28.2 mmol) was dissolved in dichloromethane (215 mL), and trifluoroacetic acid (215 mL) was added. The mixture was stirred at room temperature for 2 hours. After confirming the consumption of the starting materials by LCMS, the solvent was distilled off under reduced pressure. Ethyl acetate was added to the residue... Reactants: CCN=C=O, ClCCl, CNC1c2ccccc2Oc2ccccc21. Yields the product CCNC(=O)N(C)C1c2ccccc2Oc2ccccc21. Reaction SMILES: [CH2:1]([CH3:2])[N:3]=[C:4]=[O:5].[CH2:22]([Cl:23])[Cl:24].[CH3:6][NH:7][CH:8]1[c:9]2[cH:10][cH:11][cH:12][cH:13][c:14]2[O:15][c:16]2[cH:17][cH:18][cH:19][cH:20][c:21]21>>[CH2:1]([CH3:2])[NH:3][C:4](=[O:5])[N:7]([CH3:6])[CH:8]1[c:9]2[cH:10][cH:11][cH:12][cH:13][c:14]2[O:15][c:16]2[cH:17][cH:18][cH:19][cH:20][c:21]21. Yield: 74.7%. Run in O (H2O), CS(=O)C (DMSO). As a reaction SMILES: [F:1][C:2]1[CH:9]=[C:8](I)[CH:7]=[CH:6][C:3]=1[C:4]#[N:5].[Cl:11][C:12]1[C:13]([OH:19])=[CH:14][C:15](=[O:18])[NH:16][CH:17]=1.COC1C2C(=C3C(=CC=2)C(OC)=CC=N3)N=CC=1.C(=O)([O-])[O-].[K+].[K+].Cl>CS(C)=O.O.[Cu]I>[Cl:11][C:12]1[C:13]([OH:19])=[CH:14][C:15](=[O:18])[N:16]([C:8]2[CH:7]=[CH:6][C:3]([C:4]#[N:5])=[C:2]([F:1])[CH:9]=2)[CH:17]=1 |f:3.4.5|. The product is ClC=1C(=CC(N(C1)C1=CC(=C(C#N)C=C1)F)=O)O (4-(5-chloro-4-hydroxy-2-oxopyridin-1(2H)-yl)-2-fluorobenzonitrile). Conditions: temperature 140 celsius, time 3 hour. Reagents/catalysts: [Cu]I (copper(I) iodide). Procedure details: A mixture of 2-fluoro-4-iodobenzonitrile (4000 mg, 16.19 mmol), 5-chloro-4-hydroxypyridin-2(1H)-one (2357 mg, 16.19 mmol), 4,7-dimethoxy-1,10-phenanthroline (778 mg, 3.24 mmol), copper(I) iodide (617 mg, 3.24 mmol) and potassium carbonate (4476 mg, 32 4 mmol) in DMSO (40 mL) was stirred at 140° C. under N2 for 3 h. After cooled to rt, the reaction mixture was diluted with H2O (50 mL) and added 1N HCl to adjust the pH to ˜2 (pH paper). The resulting mixture was extracted with EtOAc (400 mL, 2×). ... The reactants are Cl (HCl), FC1=C(C#N)C=CC(=C1)I (2-fluoro-4-iodobenzonitrile), ClC=1C(=CC(NC1)=O)O (5-chloro-4-hydroxypyridin-2(1H)-one), COC1=CC=NC2=C3N=CC=C(C3=CC=C12)OC (4,7-dimethoxy-1,10-phenanthroline), C([O-])([O-])=O.[K+].[K+] (potassium carbonate). Starting materials: BrC1=C(C=C(C=C1)C)F (4-bromo-3-fluorotoluene), CN(C)C=O (DMF), C1(=CC=CC=C1)C (toluene). The reagents and catalysts are [C-]#N.[C-]#N.[Zn+2] (Zn(CN)2), C=1C=CC(=CC1)[P](C=2C=CC=CC2)(C=3C=CC=CC3)[Pd]([P](C=4C=CC=CC4)(C=5C=CC=CC5)C=6C=CC=CC6)([P](C=7C=CC=CC7)(C=8C=CC=CC8)C=9C=CC=CC9)[P](C=1C=CC=CC1)(C=1C=CC=CC1)C=1C=CC=CC1 (Pd(PPh3)4). Run at temperature 100 celsius, time 18 hour. Yields the product C(#N)C1=C(C=C(C=C1)C)F (4-cyano-3-fluorotoluene). RXN SMILES: Br[C:2]1[CH:7]=[CH:6][C:5]([CH3:8])=[CH:4][C:3]=1[F:9].C1(C)C=CC=CC=1.[CH3:17][N:18](C=O)C>[C-]#N.[C-]#N.[Zn+2].C1C=CC([P]([Pd]([P](C2C=CC=CC=2)(C2C=CC=CC=2)C2C=CC=CC=2)([P](C2C=CC=CC=2)(C2C=CC=CC=2)C2C=CC=CC=2)[P](C2C=CC=CC=2)(C2C=CC=CC=2)C2C=CC=CC=2)(C2C=CC=CC=2)C2C=CC=CC=2)=CC=1>[C:17]([C:2]1[CH:7]=[CH:6][C:5]([CH3:8])=[CH:4][C:3]=1[F:9])#[N:18] |f:3.4.5,^1:30,32,51,70|. Procedure details: To a deoxygenated solution of 4-bromo-3-fluorotoluene (25.0 g, 132 mmol) in DMF (500 mL) was added Zn(CN)2 (10.1 g, 86 mmol) and Pd(PPh3)4 (15 g, 13 mmol). The reaction was stirred at 100° C. for 18 hrs, then cooled to room temperature. The solution was poured into toluene (1 L), washed with 30% aq. NH4OH (2×1 L), then brine (800 mL), then dried (Na2SO4), filtered, and concentrated in vacuo to provide the crude product. Purification by silica gel chromatography, eluting with a gradient of hexane... Reactants: CC(=O)[O-], Cc1ccc(C=O)cc1[N+](=O)[O-], Cl, NO, [Na+], C1CCOC1, O. Product: Cc1ccc(C=NO)cc1[N+](=O)[O-]. RXN SMILES: [CH3:17][C:18](=[O:19])[O-:20].[CH3:1][c:2]1[c:3]([N+:10](=[O:11])[O-:12])[cH:4][c:5]([CH:6]=[O:7])[cH:8][cH:9]1.[ClH:13].[NH2:14][OH:15].[Na+:16].[O:21]1[CH2:22][CH2:23][CH2:24][CH2:25]1.[OH2:26]>>[CH3:1][c:2]1[c:3]([N+:10](=[O:11])[O-:12])[cH:4][c:5]([CH:6]=[N:14][OH:15])[cH:8][cH:9]1. The reactants are C(C1=CC=CC=C1)N1C(CN(CCC(C2=C1C=CC=C2)=C)C(=O)OC(C)(C)C)=O (1-Benzyl-4-tert-butyloxycarbonyl-7-methylene-2-oxo-2,3,4,5,6,7-hexahydro-1H-1,4-benzodiazonine). Reagents/catalysts: [Pd] (palladium on charcoal). The solvent is O1CCOCC1 (dioxan). The product is C(C1=CC=CC=C1)N1C(CN(CCC(C2=C1C=CC=C2)C)C(=O)OC(C)(C)C)=O (1-benzyl-4-tert-butyloxycarbonyl-7-methyl-2-oxo-2,3,4,5,6,7-hexahydro-1H-1,4-benzodiazonine). As a reaction SMILES: [CH2:1]([N:8]1[C:16]2[CH:17]=[CH:18][CH:19]=[CH:20][C:15]=2[C:14](=[CH2:21])[CH2:13][CH2:12][N:11]([C:22]([O:24][C:25]([CH3:28])([CH3:27])[CH3:26])=[O:23])[CH2:10][C:9]1=[O:29])[C:2]1[CH:7]=[CH:6][CH:5]=[CH:4][CH:3]=1>[Pd].O1CCOCC1>[CH2:1]([N:8]1[C:16]2[CH:17]=[CH:18][CH:19]=[CH:20][C:15]=2[CH:14]([CH3:21])[CH2:13][CH2:12][N:11]([C:22]([O:24][C:25]([CH3:28])([CH3:27])[CH3:26])=[O:23])[CH2:10][C:9]1=[O:29])[C:2]1[CH:7]=[CH:6][CH:5]=[CH:4][CH:3]=1. Reported procedure: 1-Benzyl-4-tert-butyloxycarbonyl-7-methylene-2-oxo-2,3,4,5,6,7-hexahydro-1H-1,4-benzodiazonine (160 mg, 0.41 mmol) was stirred under an atmosphere of hydrogen in the presence of 10% palladium on charcoal (20 mg) in dioxan (5 ml) at room temperature for 20 hours. The reaction mixture was filtered through a pad of celite and evaporated to dryness affording the product. (160 mg, 100%). The reactants are C1CCOC1, [H-], O=C(Cl)N1CCCC1, Nc1nc(-c2nn(Cc3ccccc3F)c3ncccc23)ncc1O, [Na+]. Yields the product Nc1nc(-c2nn(Cc3ccccc3F)c3ncccc23)ncc1OC(=O)N1CCCC1. RXN SMILES: [CH2:36]1[O:37][CH2:38][CH2:39][CH2:40]1.[H-:1].[N:28]1([C:33](=[O:34])[Cl:35])[CH2:29][CH2:30][CH2:31][CH2:32]1.[NH2:3][c:4]1[n:5][c:6](-[c:11]2[n:12][n:13]([CH2:20][c:21]3[c:22]([F:27])[cH:23][cH:24][cH:25][cH:26]3)[c:14]3[n:15][cH:16][cH:17][cH:18][c:19]23)[n:7][cH:8][c:9]1[OH:10].[Na+:2]>>[NH2:3][c:4]1[n:5][c:6](-[c:11]2[n:12][n:13]([CH2:20][c:21]3[c:22]([F:27])[cH:23][cH:24][cH:25][cH:26]3)[c:14]3[n:15][cH:16][cH:17][cH:18][c:19]23)[n:7][cH:8][c:9]1[O:10][C:33]([N:28]1[CH2:29][CH2:30][CH2:31][CH2:32]1)=[O:34].